From a dataset of the Open Reaction Database (ORD), a public repository of structured organic reaction records. describe an organic reaction: reactants, conditions, products, and yield Starting materials: Cl.CON (Methoxyamine hydrochloride), ClCCCC(=O)C1=CC=C(C=C1)F (4-chloro-4′-fluorobutyrophenone). Solvent: N1=CC=CC=C1 (pyridine). Reaction conditions: time 8 hour. Product: CON=C(CCCCl)C1=CC=C(C=C1)F (4-chloro-1-(4-fluorophenyl)butan-1-one O-methyl oxime). The yield is 100.0%. RXN SMILES: Cl.[CH3:2][O:3][NH2:4].[Cl:5][CH2:6][CH2:7][CH2:8][C:9]([C:11]1[CH:16]=[CH:15][C:14]([F:17])=[CH:13][CH:12]=1)=O>N1C=CC=CC=1>[CH3:2][O:3][N:4]=[C:9]([C:11]1[CH:12]=[CH:13][C:14]([F:17])=[CH:15][CH:16]=1)[CH2:8][CH2:7][CH2:6][Cl:5] |f:0.1|. Reported procedure: Methoxyamine hydrochloride (0.833 g, 9.97 mmol) was added portionwise to 4-chloro-4′-fluorobutyrophenone (2.00 g, 9.97 mmol) in pyridine (10 mL) and the mixture stirred at room temperature overnight and evaporated under vacuum. The residue was diluted with ethyl acetate, washed with 2N aqueous hydrochloric acid and brine, dried (MgSO4) and evaporated to give product as an oil (2.29 g, quant.); MS for C11H13ClFNO m/z 230 (M+H)+. Reactants: CN(C)C=O, COC(=O)CCl, [H-], Nc1ncc2cc(-c3c(Cl)cccc3Cl)c(=O)[nH]c2n1, [Na+], O. Yields the product COC(=O)Cn1c(=O)c(-c2c(Cl)cccc2Cl)cc2cnc(N)nc21. RXN SMILES: [CH3:30][N:31]([CH3:32])[CH:33]=[O:34].[Cl:23][CH2:24][C:25](=[O:26])[O:27][CH3:28].[H-:2].[NH2:3][c:4]1[n:5][cH:6][c:7]2[c:8]([n:9]1)[nH:10][c:11](=[O:22])[c:12](-[c:14]1[c:15]([Cl:21])[cH:16][cH:17][cH:18][c:19]1[Cl:20])[cH:13]2.[Na+:1].[OH2:29]>>[NH2:3][c:4]1[n:5][cH:6][c:7]2[c:8]([n:9]1)[n:10]([CH2:24][C:25](=[O:26])[O:27][CH3:28])[c:11](=[O:22])[c:12](-[c:14]1[c:15]([Cl:21])[cH:16][cH:17][cH:18][c:19]1[Cl:20])[cH:13]2.